This data is from the Open Reaction Database (ORD), a public repository of structured organic reaction records. The task is: describe an organic reaction: reactants, conditions, products, and yield Reactants: C(C)(=O)N1C=C(C2=CC=C(C=C12)Cl)O (1-acetyl-6-chloro-indol-3-ol), NC1=CC=C(C=C1)C (p-toluidine), P(=O)(Cl)(Cl)Cl (phosphorous oxychloride), [OH-].[K+] (KOH). Solvent: ice, O (water). Reaction conditions: time 8 hour. Product: Cl.NC1=CC=C(C=C1)C (p-toluidine hydrochloride). Reaction SMILES: C(N1C2C(=CC=C([Cl:13])C=2)C(O)=C1)(=O)C.P(Cl)(Cl)(Cl)=O.[OH-].[K+].[NH2:22][C:23]1[CH:28]=[CH:27][C:26]([CH3:29])=[CH:25][CH:24]=1>O>[ClH:13].[NH2:22][C:23]1[CH:28]=[CH:27][C:26]([CH3:29])=[CH:25][CH:24]=1 |f:2.3,6.7|. Procedure details: In a 500 ml 3-neck flask with nitrogen purge, drying tube and stirrer is added 250 ml of dry pyridine. To this is added 10 g (0.0477 mole) of 1-acetyl-6-chloro-indol-3-ol. The flask is cooled to less than about 10° C. in a methanol/dry ice bath in a darkened hood. To the suspension is added 5.5 ml of phosphorous oxychloride. The temperature is allowed to come up to 0° C. and maintained for 4 hours. The reaction mixture turns a light red color. The reaction mixture is allowed to stir overnight. T... The reactants are solution, C(C=C)NC1=NC2=CC=C(C=C2C(=N1)N)[N+](=O)[O-] (2-allylamino-4-amino-6-nitroquinazoline), CC(C)([O-])C.[K+] (potassium t-butoxide), C(C)(C)(C)N=C=O (t-butylisocyanate), CN(C)C=O (DMF). Conditions: temperature 150 celsius. Yields the product C(C=C)N(C(NC(C)(C)C)=O)C1=NC2=CC=C(C=C2C(=N1)NC(NC(C)(C)C)=O)[N+](=O)[O-] (2-[N-allyl-N-(t-butylcarbamoyl)amino]-4-(t-butylcarbamoyl)amino-6-nitroquinazoline). The yield is 36.0%. Reaction SMILES: [CH2:1]([NH:4][C:5]1[N:14]=[C:13]([NH2:15])[C:12]2[C:7](=[CH:8][CH:9]=[C:10]([N+:16]([O-:18])=[O:17])[CH:11]=2)[N:6]=1)[CH:2]=[CH2:3].[CH3:19][C:20]([CH3:23])([O-])[CH3:21].[K+].[C:25]([N:29]=[C:30]=[O:31])([CH3:28])([CH3:27])[CH3:26].C[N:33]([CH:35]=[O:36])C>>[CH2:1]([N:4]([C:5]1[N:14]=[C:13]([NH:15][C:30](=[O:31])[NH:29][C:25]([CH3:28])([CH3:27])[CH3:26])[C:12]2[C:7](=[CH:8][CH:9]=[C:10]([N+:16]([O-:18])=[O:17])[CH:11]=2)[N:6]=1)[C:35](=[O:36])[NH:33][C:20]([CH3:23])([CH3:21])[CH3:19])[CH:2]=[CH2:3] |f:1.2|. Reported procedure: To 5 ml of a solution of 123 mg (0.50 mmol) of 2-allylamino-4-amino-6-nitroquinazoline in DMF were added 56 mg (0.55 mmol) of potassium t-butoxide and 50 mg (0.50 mmol) of t-butylisocyanate, and then the reaction mixture was subjected to heating at 150° C. for 0.5 hour. After completion of the reaction, the solvent was distilled off under reduced pressure. The residue was purified by a silica gel chromatography to give 80 mg (yield: 36.0%) of the title compound. The reactants are COCCN(C1=NC=CC(=N1)C1=CC=C(C=C1)C(F)(F)F)CC1=CC(=C(OCC(=O)OCC)C=C1)C (ethyl {4-[((2-methoxyethyl){4-[4-(trifluoromethyl)phenyl]pyrimidin-2-yl}amino)methyl]-2-methylphenoxy}acetate), [OH-].[Na+] (sodium hydroxide). Solvent: CO (methanol), O1CCCC1 (tetrahydrofuran). Reaction conditions: time 1 hour. The product is COCCN(C1=NC=CC(=N1)C1=CC=C(C=C1)C(F)(F)F)CC1=CC(=C(OCC(=O)O)C=C1)C ({4-[((2-Methoxyethyl){4-[4-(trifluoromethyl)phenyl]pyrimidin-2-yl}amino)methyl]-2-methylphenoxy}acetic acid). The yield is 94.6%. As a reaction SMILES: [CH3:1][O:2][CH2:3][CH2:4][N:5]([CH2:22][C:23]1[CH:35]=[CH:34][C:26]([O:27][CH2:28][C:29]([O:31]CC)=[O:30])=[C:25]([CH3:36])[CH:24]=1)[C:6]1[N:11]=[C:10]([C:12]2[CH:17]=[CH:16][C:15]([C:18]([F:21])([F:20])[F:19])=[CH:14][CH:13]=2)[CH:9]=[CH:8][N:7]=1.[OH-].[Na+]>CO.O1CCCC1>[CH3:1][O:2][CH2:3][CH2:4][N:5]([CH2:22][C:23]1[CH:35]=[CH:34][C:26]([O:27][CH2:28][C:29]([OH:31])=[O:30])=[C:25]([CH3:36])[CH:24]=1)[C:6]1[N:11]=[C:10]([C:12]2[CH:13]=[CH:14][C:15]([C:18]([F:21])([F:20])[F:19])=[CH:16][CH:17]=2)[CH:9]=[CH:8][N:7]=1 |f:1.2|. Reported procedure: To a solution of ethyl {4-[((2-methoxyethyl){4-[4-(trifluoromethyl)phenyl]pyrimidin-2-yl}amino)methyl]-2-methylphenoxy}acetate (80 mg, 0.16 mmol) in methanol (1.5 mL) and tetrahydrofuran (1.5 mL) was added 2M sodium hydroxide (1.5 mL). The resulting mixture was stirred at room temperature for 1 h. The solvents were removed in vacuo and the residue was diluted with water (10 mL) acidified with 2M HCl and extracted ethyl acetate (2×30 mL). The organic solution was dried (MgSO4) and the solvents re... Starting materials: CS(=O)(=O)CCCCN1C(=O)c2ccccc2C1=O, CCO, NN. The product is CS(=O)(=O)CCCCN. As a reaction SMILES: [CH3:1][S:2](=[O:3])(=[O:4])[CH2:5][CH2:6][CH2:7][CH2:8][N:9]1[C:10](=[O:11])[c:12]2[c:13]([cH:14][cH:15][cH:16][cH:17]2)[C:18]1=[O:19].[CH3:22][CH2:23][OH:24].[NH2:20][NH2:21]>>[CH3:1][S:2](=[O:3])(=[O:4])[CH2:5][CH2:6][CH2:7][CH2:8][NH2:9]. Starting materials: BrC1=C2C=CN(C2=CC=C1)C1=NC(=NC=C1)NC1CCC(CC1)C(=O)N1CCC(CC1)O ({4-[4-(4-bromo-indol-1-yl)-pyrimidin-2-ylamino]-cyclohexyl}-(4-hydroxy-piperidin-1-yl)-methanone), CC1(OB(OC1(C)C)C1=CC=NC=C1)C (4-(4,4,5,5-tetramethyl-1,3,2-dioxa-borolan-2-yl)-pyridine), C(=O)([O-])[O-].[Na+].[Na+] (Na2CO3), C1(=CC=CC=C1)C (toluene). The reagents and catalysts are C=1C=CC(=CC1)[P](C=2C=CC=CC2)(C=3C=CC=CC3)[Pd]([P](C=4C=CC=CC4)(C=5C=CC=CC5)C=6C=CC=CC6)([P](C=7C=CC=CC7)(C=8C=CC=CC8)C=9C=CC=CC9)[P](C=1C=CC=CC1)(C=1C=CC=CC1)C=1C=CC=CC1 (Pd(PPh3)4). The solvent is CCO (EtOH), O (water). Conditions: temperature 110 celsius, time 8 hour. Yields the product [NH4+].[OH-].CO (NH4OH MeOH), OC1CCN(CC1)C(=O)C1CCC(CC1)NC1=NC=CC(=N1)N1C=CC2=C(C=CC=C12)C1=CC=NC=C1 ((4-hydroxy-piperidin-1-yl)-{4-[4-(4-pyridin-4-yl-indol-1-yl)-pyrimidin-2-ylamino]-cyclohexyl}-methanone). Isolated yield 74.9%. Reaction SMILES: Br[C:2]1[CH:10]=[CH:9][CH:8]=[C:7]2[C:3]=1[CH:4]=[CH:5][N:6]2[C:11]1[CH:16]=[CH:15][N:14]=[C:13]([NH:17][CH:18]2[CH2:23][CH2:22][CH:21]([C:24]([N:26]3[CH2:31][CH2:30][CH:29]([OH:32])[CH2:28][CH2:27]3)=[O:25])[CH2:20][CH2:19]2)[N:12]=1.C[C:34]1(C)C(C)(C)OB([C:41]2[CH:46]=[CH:45][N:44]=[CH:43][CH:42]=2)[O:35]1.C([O-])([O-])=O.[Na+].[Na+].C1(C)C=CC=CC=1>O.C1C=CC([P]([Pd]([P](C2C=CC=CC=2)(C2C=CC=CC=2)C2C=CC=CC=2)([P](C2C=CC=CC=2)(C2C=CC=CC=2)C2C=CC=CC=2)[P](C2C=CC=CC=2)(C2C=CC=CC=2)C2C=CC=CC=2)(C2C=CC=CC=2)C2C=CC=CC=2)=CC=1.CCO>[NH4+:6].[OH-:25].[CH3:34][OH:35].[OH:32][CH:29]1[CH2:30][CH2:31][N:26]([C:24]([CH:21]2[CH2:20][CH2:19][CH:18]([NH:17][C:13]3[N:12]=[C:11]([N:6]4[C:7]5[C:3](=[C:2]([C:41]6[CH:46]=[CH:45][N:44]=[CH:43][CH:42]=6)[CH:10]=[CH:9][CH:8]=5)[CH:4]=[CH:5]4)[CH:16]=[CH:15][N:14]=3)[CH2:23][CH2:22]2)=[O:25])[CH2:27][CH2:28]1 |f:2.3.4,9.10.11,^1:65,67,86,105|. Reported procedure: A mixture of {4-[4-(4-bromo-indol-1-yl)-pyrimidin-2-ylamino]-cyclohexyl}-(4-hydroxy-piperidin-1-yl)-methanone (0.3 g), 4-(4,4,5,5-tetramethyl-1,3,2-dioxa-borolan-2-yl)-pyridine (0.135 g) and Na2CO3 (2 M aq, 0.9 mL, degassed), toluene (12 mL, degassed) and EtOH (3 mL) was added to a screw cap pressure flask. To this was added Pd(PPh3)4 (0.02 g), the flask sealed, and the mixture stirred overnight at 110° C. The reaction mixture was then diluted in water, extracted in DCM, washed with water and br... Reactants: ClC1=CC(=NC=C1)CO ((4-chloro-pyridin-2-yl)-methanol), CNCCO (2-methylaminoethanol). Reaction conditions: temperature 140 celsius, time 1 hour. Yields the product OCC1=NC=CC(=C1)N(CCO)C (2-[(2-Hydroxymethyl-pyridin-4-yl)-methyl-amino]-ethanol). Reaction SMILES: Cl[C:2]1[CH:7]=[CH:6][N:5]=[C:4]([CH2:8][OH:9])[CH:3]=1.[CH3:10][NH:11][CH2:12][CH2:13][OH:14]>>[OH:9][CH2:8][C:4]1[CH:3]=[C:2]([N:11]([CH3:10])[CH2:12][CH2:13][OH:14])[CH:7]=[CH:6][N:5]=1. Procedure: A mixture of (4-chloro-pyridin-2-yl)-methanol (20.0 g, 139 mmol) and 2-methylaminoethanol (11.7 ml, 146 mmol) is stirred for 1 h at 140° C. After cooling to room temperature the viscous oil is employed without additional purification for the synthesis described in step b). Reactants: O=C([O-])[O-], CN(C)C=O, O=C1CCc2cc(OCC(F)(F)F)ccc21, O=C1CCc2cc(F)ccc21, [K+], [K+], OCC(F)(F)F. Product: O=C1CCc2ccccc21. RXN SMILES: [C:34](=[O:35])([O-:36])[O-:37].[CH3:40][N:41]([CH3:42])[CH:43]=[O:44].[F:1][C:2]([F:3])([F:4])[CH2:15][O:16][c:5]1[cH:6][c:7]2[c:11]([cH:12][cH:13]1)[C:10](=[O:14])[CH2:9][CH2:8]2.[F:23][c:24]1[cH:25][c:26]2[c:27]([cH:28][cH:29]1)[C:30](=[O:31])[CH2:32][CH2:33]2.[K+:38].[K+:39].[OH:17][CH2:18][C:19]([F:20])([F:21])[F:22]>>[cH:5]1[cH:6][c:7]2[c:11]([cH:12][cH:13]1)[C:10](=[O:14])[CH2:9][CH2:8]2. Reactants: COC1=CC=C(CN(C2=NC(=NC(=N2)C)C=2C=C(C=NC2NC=2C=NC(=CC2)OC)CO)CC2=CC=C(C=C2)OC)C=C1 ((5-(4-(bis(4-methoxybenzyl)amino)-6-methyl-1,3,5-triazin-2-yl)-6-(6-methoxypyridin-3-ylamino)pyridin-3-yl)methanol), FC(S(=O)(=O)O)(F)F (trifluoromethanesulfonic acid). Yields the product NC1=NC(=NC(=N1)C)C=1C=C(C=NC1NC=1C=NC(=CC1)OC)CO ((5-(4-amino-6-methyl-1,3,5-triazin-2-yl)-6-(6-methoxypyridin-3-ylamino)pyridin-3-yl)methanol). Reported procedure: A solution of (5-(4-(bis(4-methoxybenzyl)amino)-6-methyl-1,3,5-triazin-2-yl)-6-(6-methoxypyridin-3-ylamino)pyridin-3-yl)methanol (100.7 mg, 0.174 mmol) and trifluoromethanesulfonic acid (0.07 mL, 0.788 mmol) in 2,2,2-trifluoroacetic acid (3.5 mL) was stirred at 75° C. for 1 h. The mixture was subsequently cooled to 25° C. and concentrated in vacuo. NaOH (1.0N, aq.; 2.0 mL) was added, followed by MeOH (1.0 mL) (final pH>10), and the resulting mixture was stirred at 25° C. for 5 min. MeOH was remo... Run at temperature 25 celsius, time 5 minute. Reaction SMILES: COC1C=CC(C[N:8](CC2C=CC(OC)=CC=2)[C:9]2[N:14]=[C:13]([CH3:15])[N:12]=[C:11]([C:16]3[CH:17]=[C:18]([CH2:31][OH:32])[CH:19]=[N:20][C:21]=3[NH:22][C:23]3[CH:24]=[N:25][C:26]([O:29][CH3:30])=[CH:27][CH:28]=3)[N:10]=2)=CC=1.FC(F)(F)S(O)(=O)=O>FC(F)(F)C(O)=O>[NH2:8][C:9]1[N:14]=[C:13]([CH3:15])[N:12]=[C:11]([C:16]2[CH:17]=[C:18]([CH2:31][OH:32])[CH:19]=[N:20][C:21]=2[NH:22][C:23]2[CH:24]=[N:25][C:26]([O:29][CH3:30])=[CH:27][CH:28]=2)[N:10]=1. Isolated yield 70.7%. Solvent: FC(C(=O)O)(F)F (2,2,2-trifluoroacetic acid).